Dataset: the Open Reaction Database (ORD), a public repository of structured organic reaction records. Task: describe an organic reaction: reactants, conditions, products, and yield Yields the product O=C(Nc1ccccc1)c1cc2cc([N+](=O)[O-])ccc2n1Cc1ccccc1F. Starting materials: O=C(O)c1cc2cc([N+](=O)[O-])ccc2n1Cc1ccccc1F, Nc1ccccc1, O. As a reaction SMILES: [F:1][c:2]1[c:3]([CH2:4][n:5]2[c:6]([C:17](=[O:18])[OH:19])[cH:7][c:8]3[cH:9][c:10]([N+:14](=[O:15])[O-:16])[cH:11][cH:12][c:13]23)[cH:20][cH:21][cH:22][cH:23]1.[NH2:24][c:25]1[cH:26][cH:27][cH:28][cH:29][cH:30]1.[OH2:31]>>[F:1][c:2]1[c:3]([CH2:4][n:5]2[c:6]([C:17](=[O:18])[NH:24][c:25]3[cH:26][cH:27][cH:28][cH:29][cH:30]3)[cH:7][c:8]3[cH:9][c:10]([N+:14](=[O:15])[O-:16])[cH:11][cH:12][c:13]23)[cH:20][cH:21][cH:22][cH:23]1. Reactants: COC1=CC=C(CCl)C=C1 (4-methoxybenzyl chloride), CC(CC(C)=O)=O (2,4-pentanedione). The product is COC1=CC=C(CC(C(C)=O)C(C)=O)C=C1 (3-(4-methoxybenzyl)-2,4-pentanedione). As a reaction SMILES: [CH3:1][O:2][C:3]1[CH:10]=[CH:9][C:6]([CH2:7]Cl)=[CH:5][CH:4]=1.[CH3:11][C:12](=[O:17])[CH2:13][C:14](=[O:16])[CH3:15]>>[CH3:1][O:2][C:3]1[CH:10]=[CH:9][C:6]([CH2:7][CH:13]([C:12](=[O:17])[CH3:11])[C:14](=[O:16])[CH3:15])=[CH:5][CH:4]=1. Reported procedure: 4-methoxybenzyl chloride was condensed with 2,4-pentanedione as described in Example 6 to give 3-(4-methoxybenzyl)-2,4-pentanedione as an yellow oil. The crude product was treated first with bromine and then with pyridine as described in Example 12 to give the title compound, Mp 71°-72° C. Starting materials: carboxylic acid, CC1=CC=C(C=C1)S(=O)(=O)[O-].CN\1C2=CC=CC=C2S/C1=C\C3=CC=[N+](C4=CC=CC=C34)C (thiazole orange), BrCCCCC(=O)O (5-bromovaleric acid), N1=CC=C(C)C2=CC=CC=C12 (lepidine). The solvent is O1CCOCC1 (dioxane). Yields the product [Br-].C(=O)(O)CCCC[NH+]1C=CC(C2=CC=CC=C12)C (1-(4-Carboxybutyl)-4 -methyl-1,4-dihydro-quinolinium bromide). The yield is 70.0%. As a reaction SMILES: CC1C=CC(S([O-])(=O)=O)=CC=1.CN1C2C(S/C/1=[CH:22]\[C:23]1[C:32]3[C:27](=[CH:28][CH:29]=[CH:30][CH:31]=3)[N+:26]([CH3:33])=[CH:25][CH:24]=1)=CC=CC=2.[Br:34]C[CH2:36][CH2:37][CH2:38][C:39]([OH:41])=[O:40].N1C2C(=CC=CC=2)C(C)=CC=1>O1CCOCC1>[Br-:34].[C:39]([CH2:38][CH2:37][CH2:36][CH2:33][NH+:26]1[C:27]2[C:32](=[CH:31][CH:30]=[CH:29][CH:28]=2)[CH:23]([CH3:22])[CH:24]=[CH:25]1)([OH:41])=[O:40] |f:0.1,5.6|. Procedure details: The synthesis of the carboxylic acid derivative of thiazole orange was adapted from published procedures, L. G. S. Brooker, et al., J. Am. Chem. Soc. 64:199-210 (1942); H. S. Rye, et al., Nucl. Acids Res. 20:2803-2812 (1992). 5.7 g (32 mmol) of 5-bromovaleric acid and 1.5 mL (11 mmol) of lepidine were refluxed in 30 mL of distilled dioxane under nitrogen overnight. The reaction mixture was allowed to cool to room temperature and filtered. The precipitate was washed twice with 10 mL of dioxane fo... Starting materials: COC(C1=C(C=C(C=C1)CC=CN(C)C)Cl)=O (2-Chloro-4-(3-dimethylamino-2-propen-1-yl)-benzoic acid methyl ester), NN (hydrazine). The solvent is C(C)(=O)O (acetic acid). Yields the product COC(C1=C(C=C(C=C1)C1=NNC=C1)Cl)=O (2-Chloro-4-(1H-pyrazol-3-yl)-benzoic acid methyl ester). The yield is 94.1%. RXN SMILES: [CH3:1][O:2][C:3](=[O:17])[C:4]1[CH:9]=[CH:8][C:7]([CH2:10][CH:11]=[CH:12][N:13](C)C)=[CH:6][C:5]=1[Cl:16].[NH2:18]N>C(O)(=O)C>[CH3:1][O:2][C:3](=[O:17])[C:4]1[CH:9]=[CH:8][C:7]([C:10]2[CH:11]=[CH:12][NH:13][N:18]=2)=[CH:6][C:5]=1[Cl:16]. Procedure details: A solution of 2-chloro-4-(3-dimethylamino-2-propen-1-yl)-benzoic acid methyl ester of Step B (6.13 g, 22.9 mmol) and anhydrous hydrazine (1.44 mL, 45.8 mmol) in 15 mL of glacial acetic acid was heated at 90° C. for 30 minutes. The reaction mixture was concentrated in vacuo and the residue partitioned between ethyl acetate and water. The organic layer was washed with water and brine and dried over sodium sulfate. The solvent was evaporated and the residual solid triturated with diethyl ether-hexa... Reactants: CC(C(C)(C)O1)(C)OB1C2=CC=C(OCCN3N=NC(C(C)(O)C)=C3)C=C2, BrC1=CC2=C(C=C1)C=CN2. Reagents/catalysts: CC(C)(C)C1=CC=C(C=C1)C2=CC=C(C=C2)C(C)(C)C, C(=O)([O-])[O-].[Na+].[Na+], C1=CC=C(C=C1)P(C2=CC=CC=C2)C3=CC=CC=C3.C1=CC=C(C=C1)P(C2=CC=CC=C2)C3=CC=CC=C3.C1=CC=C(C=C1)P(C2=CC=CC=C2)C3=CC=CC=C3.C1=CC=C(C=C1)P(C2=CC=CC=C2)C3=CC=CC=C3.[Pd]. Run in COCCOC, O (water), COCCOC. Run at temperature 85 celsius, time 24 hour. Product: CC(O)(C)C1=CN(N=N1)CCOC2=CC=C(C3=CC4=C(C=C3)C=CN4)C=C2. Isolated yield 31.0%. The reactants are COC=1C=CC2=C(SC3=C(C(C2)=O)C=C(C=C3)SC)C1 (3-methoxy-8-(methylthio)-dibenzo[b,f]thiepin-10(11H)-one), C(C)O (ethanol), [BH4-].[Na+] (sodium borohydride). Solvent: O (water). Run at time 90 minute. Product: COC1=CC2=C(C3=C(C=CS2)C(=CC(C3)O)SC)C=C1 (10,11-dihydro-3-methoxy-8-(methylthio)-dibenzo[d,f]thiepin-10-ol). As a reaction SMILES: [CH3:1][O:2][C:3]1[CH:4]=[CH:5][C:6]2[CH2:12][C:11](=O)[C:10]3[CH:14]=[C:15]([S:18][CH3:19])[CH:16]=[CH:17][C:9]=3[S:8][C:7]=2[CH:20]=1.C([OH:23])C.[BH4-].[Na+]>O>[CH3:1][O:2][C:3]1[CH:4]=[CH:5][C:6]2[C:12]3[CH2:11][CH:10]([OH:23])[CH:14]=[C:15]([S:18][CH3:19])[C:16]=3[CH:17]=[CH:9][S:8][C:7]=2[CH:20]=1 |f:2.3|. Reported procedure: 17.8 G. of 3-methoxy-8-(methylthio)-dibenzo[b,f]thiepin-10(11H)-one is suspended in 150 ml. of ethanol and reacted with 38 g. of sodium borohydride. The reaction mixture is stirred for 90 minutes, and subsequently treated with water and extracted with ether. The organic phase is washed with water, dried over magnesium sulfate and evaporated, whereby there is obtained 10,11-dihydro-3-methoxy-8-(methylthio)-dibenzo[d,f]thiepin-10-ol having a melting point of 122°-124°. Starting materials: CCBr, CN(C)C=O, [H-], [Na+], C1CCOC1, COc1cc(C(=O)C=Cc2c[nH]c3ccccc23)cc(OC)c1OC. Product: CCn1cc(C=CC(=O)c2cc(OC)c(OC)c(OC)c2)c2ccccc21. As a reaction SMILES: [CH2:26]([CH3:27])[Br:28].[CH3:31][N:32]([CH3:33])[CH:34]=[O:35].[H-:29].[Na+:30].[O:36]1[CH2:37][CH2:38][CH2:39][CH2:40]1.[nH:1]1[cH:2][c:3]([CH:10]=[CH:11][C:12](=[O:13])[c:14]2[cH:15][c:16]([O:24][CH3:25])[c:17]([O:22][CH3:23])[c:18]([O:20][CH3:21])[cH:19]2)[c:4]2[cH:5][cH:6][cH:7][cH:8][c:9]12>>[n:1]1([CH2:26][CH3:27])[cH:2][c:3]([CH:10]=[CH:11][C:12](=[O:13])[c:14]2[cH:15][c:16]([O:24][CH3:25])[c:17]([O:22][CH3:23])[c:18]([O:20][CH3:21])[cH:19]2)[c:4]2[cH:5][cH:6][cH:7][cH:8][c:9]12.